This data is from the Open Reaction Database (ORD), a public repository of structured organic reaction records. The task is: describe an organic reaction: reactants, conditions, products, and yield Reactants: FC1=C(C(=C(C(=C1S(=O)(=O)Cl)F)F)F)F (pentafluorobenzenesulfonyl chloride), [OH-].[K+] (potassium hydroxide). The solvent is O (water). Run at time 18 hour. The product is FC1=C(C(=C(C(=C1S(=O)(=O)[O-])F)F)F)F.[K+] (potassium pentafluorobenzene sulfonate). The yield is 82.1%. As a reaction SMILES: [F:1][C:2]1[C:7]([S:8](Cl)(=[O:10])=[O:9])=[C:6]([F:12])[C:5]([F:13])=[C:4]([F:14])[C:3]=1[F:15].[OH-:16].[K+:17]>O>[F:1][C:2]1[C:7]([S:8]([O-:16])(=[O:10])=[O:9])=[C:6]([F:12])[C:5]([F:13])=[C:4]([F:14])[C:3]=1[F:15].[K+:17] |f:1.2,4.5|. Procedure details: A mixture of pentafluorobenzenesulfonyl chloride (25.0 g, 94 mmoles) and potassium hydroxide (86% purity, 12.3 g, 188 mmoles) was dissolved in 230 ml water and stirred at room temperature for 18 hours. The produced precipitate was filtered off and recrystallized from water (about 6 ml/g product). Colorless needles formed were filtered, washed with cool water and ethanol and dried in a vacuum oven for 24 hours to yield 22.1 g of potassium pentafluorobenzene sulfonate (82% yield). Reactants: C1(=CC=CC=C1)C=1N=C(N=NC1C1=CC=C(C=C1)CCC)C(=O)OCC (ethyl 5-phenyl-6-(4-propyl-phenyl)-1,2,4-triazine-3-carboxylate), C(=C)N1CCCC1 (1-vinylpyrrolidine), C1(=CC=CC=C1)C=1N=C(N=NC1C1=CC=C(C=C1)CCC)C(=O)OCC (ethyl 5-phenyl-6-(4-propyl-phenyl)-1,2,4-triazine-3-carboxylate), C(=C)N1CCCC1 (1-vinylpyrrolidine). Run in C(Cl)(Cl)Cl (CHCl3). Yields the product C1(=CC=CC=C1)C1=C(C=CC(=N1)C(=O)OCC)C1=CC=C(C=C1)CCC (Ethyl 6-Phenyl-5-(4-propylphenyl)-pyridine-2-carboxylate). Reaction SMILES: [C:1]1([C:7]2[N:8]=[C:9]([C:22]([O:24][CH2:25][CH3:26])=[O:23])N=N[C:12]=2[C:13]2[CH:18]=[CH:17][C:16]([CH2:19][CH2:20][CH3:21])=[CH:15][CH:14]=2)[CH:6]=[CH:5][CH:4]=[CH:3][CH:2]=1.[CH:27](N1CCCC1)=[CH2:28]>C(Cl)(Cl)Cl>[C:1]1([C:7]2[N:8]=[C:9]([C:22]([O:24][CH2:25][CH3:26])=[O:23])[CH:28]=[CH:27][C:12]=2[C:13]2[CH:18]=[CH:17][C:16]([CH2:19][CH2:20][CH3:21])=[CH:15][CH:14]=2)[CH:6]=[CH:5][CH:4]=[CH:3][CH:2]=1. Procedure: Following General Procedure D, ethyl 5-phenyl-6-(4-propyl-phenyl)-1,2,4-triazine-3-carboxylate (Compound 14), (153 mg, 0.46 mmol) and crude 1-vinylpyrrolidine (Compound 38, 2 g) in CHCl3 (10 ml) were reacted to produce the title compound as a yellow oil. Reactants: [N+](=O)([O-])C1=CC=C(C=C1)O (4-nitrophenol), BrBr (bromine). Solvent: C(C)(=O)O (acetic acid). Conditions: time 24 hour. Product: BrC1=C(C=CC(=C1)[N+](=O)[O-])O (2-Bromo-4-nitrophenol). Reaction SMILES: [N+:1]([C:4]1[CH:9]=[CH:8][C:7]([OH:10])=[CH:6][CH:5]=1)([O-:3])=[O:2].[Br:11]Br>C(O)(=O)C>[Br:11][C:8]1[CH:9]=[C:4]([N+:1]([O-:3])=[O:2])[CH:5]=[CH:6][C:7]=1[OH:10]. Reported procedure: to a solution of 4-nitrophenol (75 g, 0.54 mol) in glacial acetic acid (700 ml) was added bromine (40 ml). The solution was stirred at room temperature under an atmosphere of nitrogen for 24 hours. The solvent was evaporated under reduced pressure and the residue was recrystallized from dichloromethane to give the title compound. 1H NMR (250 MHz, CDCl3) δ 8.45 (1H, d, J 2.7 Hz), 8.16 (1H, dd, J 9.0 Hz and 2.6 Hz), 7.13 (1H, d, J 9.1 Hz), and 6.18 (1H, s). The reactants are C(C)N1C(=C(C2=CC=CC=C12)C(=O)C1=C(C(=O)O)C=CC=C1)C (2-(1-ethyl-2-methyl-3-indolylcarbonyl)benzoic acid), CCCCCCCCC1=CC=C(C=C1)NC2=CC=C(C=C2)CCCCCCCC (4,4'-dioctyldiphenylamine). Yields the product C(C)N1C(=C(C2=CC=CC=C12)C1(OC(=O)C2=CC=CC=C12)N(C1=CC=C(C=C1)CCCCCCCC)C1=CC=C(C=C1)CCCCCCCC)C (3-(1-ethyl-2-methyl-3-indolyl)-3-[N,N-bis-(4-octylphenyl)amino]phthalide). As a reaction SMILES: [CH2:1]([N:3]1[C:11]2[C:6](=[CH:7][CH:8]=[CH:9][CH:10]=2)[C:5]([C:12]([C:14]2[CH:22]=[CH:21][CH:20]=[CH:19][C:15]=2[C:16](O)=[O:17])=[O:13])=[C:4]1[CH3:23])[CH3:2].[CH3:24][CH2:25][CH2:26][CH2:27][CH2:28][CH2:29][CH2:30][CH2:31][C:32]1[CH:37]=[CH:36][C:35]([NH:38][C:39]2[CH:44]=[CH:43][C:42]([CH2:45][CH2:46][CH2:47][CH2:48][CH2:49][CH2:50][CH2:51][CH3:52])=[CH:41][CH:40]=2)=[CH:34][CH:33]=1>>[CH2:1]([N:3]1[C:11]2[C:6](=[CH:7][CH:8]=[CH:9][CH:10]=2)[C:5]([C:12]2([N:38]([C:39]3[CH:40]=[CH:41][C:42]([CH2:45][CH2:46][CH2:47][CH2:48][CH2:49][CH2:50][CH2:51][CH3:52])=[CH:43][CH:44]=3)[C:35]3[CH:34]=[CH:33][C:32]([CH2:31][CH2:30][CH2:29][CH2:28][CH2:27][CH2:26][CH2:25][CH3:24])=[CH:37][CH:36]=3)[C:14]3[C:15](=[CH:19][CH:20]=[CH:21][CH:22]=3)[C:16](=[O:17])[O:13]2)=[C:4]1[CH3:23])[CH3:2]. Procedure details: Following a procedure similar to that described in Example 2B but employing 10.0 g of 2-(1-ethyl-2-methyl-3-indolylcarbonyl)benzoic acid and 13.0 g of 4,4'-dioctyldiphenylamine there was obtained a quantitive yield of 3-(1-ethyl-2-methyl-3-indolyl)-3-[N,N-bis-(4-octylphenyl)amino]phthalide, m.p. 106°-108° C. A toluene solution of the product contacted with acidic clay or phenolic resin developed a yellow-colored image. Reactants: COc1ccccc1Oc1c(NS(=O)(=O)c2ccc(C(C)C)cn2)nc(C2CC2)nc1OCCN, O=S(=O)(Cl)c1cccs1. The product is COc1ccccc1Oc1c(NS(=O)(=O)c2ccc(C(C)C)cn2)nc(C2CC2)nc1OCCNS(=O)(=O)c1cccs1. Reaction SMILES: [CH:1]([CH3:2])([CH3:3])[c:4]1[cH:5][cH:6][c:7]([S:10](=[O:11])(=[O:12])[NH:13][c:14]2[n:15][c:16]([CH:33]3[CH2:34][CH2:35]3)[n:17][c:18]([O:29][CH2:30][CH2:31][NH2:32])[c:19]2[O:20][c:21]2[c:22]([O:27][CH3:28])[cH:23][cH:24][cH:25][cH:26]2)[n:8][cH:9]1.[s:36]1[c:37]([S:41](=[O:42])(=[O:43])[Cl:44])[cH:38][cH:39][cH:40]1>>[CH:1]([CH3:2])([CH3:3])[c:4]1[cH:5][cH:6][c:7]([S:10](=[O:11])(=[O:12])[NH:13][c:14]2[n:15][c:16]([CH:33]3[CH2:34][CH2:35]3)[n:17][c:18]([O:29][CH2:30][CH2:31][NH:32][S:41]([c:37]3[s:36][cH:40][cH:39][cH:38]3)(=[O:42])=[O:43])[c:19]2[O:20][c:21]2[c:22]([O:27][CH3:28])[cH:23][cH:24][cH:25][cH:26]2)[n:8][cH:9]1. Starting materials: C1CCOC1, CCOC(=O)c1c(-c2ccc(OCc3ccccc3)cc2)c(C#N)cn1C, CCO, [OH-], [OH-], [Pd+2]. The product is CCOC(=O)c1c(-c2ccc(O)cc2)c(C#N)cn1C. As a reaction SMILES: [CH2:34]1[O:35][CH2:36][CH2:37][CH2:38]1.[CH2:4]([CH3:5])[O:6][C:7](=[O:8])[c:9]1[n:10]([CH3:30])[cH:11][c:12]([C:28]#[N:29])[c:13]1-[c:14]1[cH:15][cH:16][c:17]([O:20][CH2:21][c:22]2[cH:23][cH:24][cH:25][cH:26][cH:27]2)[cH:18][cH:19]1.[CH3:1][CH2:2][OH:3].[OH-:31].[OH-:33].[Pd+2:32]>>[CH2:4]([CH3:5])[O:6][C:7](=[O:8])[c:9]1[n:10]([CH3:30])[cH:11][c:12]([C:28]#[N:29])[c:13]1-[c:14]1[cH:15][cH:16][c:17]([OH:20])[cH:18][cH:19]1. The reactants are C(C)(=S)O (Thioacetic acid), C1(CCCCC1)SN1C(C=2C(C1=O)=CC=CC2)=O (N-(cyclohexylthio)phthalimide). Run in C1=CC=CC=C1 (benzene). The product is C(C)(=O)SSC1CCCCC1 (ACETYLCYCLOHEXYL DISULFIDE). Isolated yield 98.0%. As a reaction SMILES: [C:1]([OH:4])(=[S:3])[CH3:2].[CH:5]1([S:11]N2C(=O)C3=CC=CC=C3C2=O)[CH2:10][CH2:9][CH2:8][CH2:7][CH2:6]1>C1C=CC=CC=1>[C:1]([S:3][S:11][CH:5]1[CH2:10][CH2:9][CH2:8][CH2:7][CH2:6]1)(=[O:4])[CH3:2]. Reported procedure: Thioacetic acid, 0.044 moles, 3.35 grams, is reacted with N-(cyclohexylthio)phthalimide in 100 ml of benzene and the product recovered following a procedure similar to Example 11. Acetylcyclohexyl disulfide, an amber oil, is recovered in 98% yield (7.5 grams). Analysis gives 51.27%C, 7.41%H and 31.78%S compared to 50.6%C, 7.38%H and 33.7%S calculated for C8H14OS2. Starting materials: O=C([O-])O, C1=COCCC1, CS(=O)(=O)O, O=[N+]([O-])c1cnc2cn[nH]c2c1, O=[N+]([O-])c1cnc2cnn(C3CCCCO3)c2c1, [Na+], C1CCOC1. Product: Nc1cnc2cnn(C3CCCCO3)c2c1. As a reaction SMILES: [C:42](=[O:43])([OH:44])[O-:45].[CH2:31]1[CH2:32][CH:33]=[CH:34][O:35][CH2:36]1.[CH3:37][S:38](=[O:39])(=[O:40])[OH:41].[N+:19]([c:20]1[cH:21][c:22]2[nH:23][n:24][cH:25][c:26]2[n:27][cH:28]1)([O-:29])=[O:30].[N+:1]([O-:2])(=[O:3])[c:4]1[cH:5][c:6]2[c:7]([n:8][cH:9]1)[cH:10][n:11][n:12]2[CH:13]1[O:14][CH2:15][CH2:16][CH2:17][CH2:18]1.[Na+:46].[O:47]1[CH2:48][CH2:49][CH2:50][CH2:51]1>>[NH2:1][c:4]1[cH:5][c:6]2[c:7]([n:8][cH:9]1)[cH:10][n:11][n:12]2[CH:13]1[O:14][CH2:15][CH2:16][CH2:17][CH2:18]1.